This data is from the Open Reaction Database (ORD), a public repository of structured organic reaction records. The task is: describe an organic reaction: reactants, conditions, products, and yield Starting materials: COC(C1=CN=C(C=C1)N1C=NC(=C1)C=1C(=NOC1C(F)(F)F)C1=CC=C(C=C1)F)=O (6-{4-[3-(4-fluoro-phenyl)-5-trifluoromethyl-isoxazol-4-yl]-imidazol-1-yl}-nicotinic acid methyl ester), NC1CCOCC1 (4-aminotetrahydropyran). Yields the product FC1=CC=C(C=C1)C1=NOC(=C1C=1N=CN(C1)C1=NC=C(C(=O)NC2CCOCC2)C=C1)C(F)(F)F (6-{4-[3-(4-Fluoro-phenyl)-5-trifluoromethyl-isoxazol-4-yl]-imidazol-1-yl}-N-(tetrahydro-pyran-4-yl)-nicotinamide). Isolated yield 99.7%. Reaction SMILES: CO[C:3](=[O:31])[C:4]1[CH:9]=[CH:8][C:7]([N:10]2[CH:14]=[C:13]([C:15]3[C:16]([C:24]4[CH:29]=[CH:28][C:27]([F:30])=[CH:26][CH:25]=4)=[N:17][O:18][C:19]=3[C:20]([F:23])([F:22])[F:21])[N:12]=[CH:11]2)=[N:6][CH:5]=1.[NH2:32][CH:33]1[CH2:38][CH2:37][O:36][CH2:35][CH2:34]1>>[F:30][C:27]1[CH:26]=[CH:25][C:24]([C:16]2[C:15]([C:13]3[N:12]=[CH:11][N:10]([C:7]4[CH:8]=[CH:9][C:4]([C:3]([NH:32][CH:33]5[CH2:38][CH2:37][O:36][CH2:35][CH2:34]5)=[O:31])=[CH:5][N:6]=4)[CH:14]=3)=[C:19]([C:20]([F:22])([F:21])[F:23])[O:18][N:17]=2)=[CH:29][CH:28]=1. Procedure: As described for Example 38b, 6-{4-[3-(4-fluoro-phenyl)-5-trifluoromethyl-isoxazol-4-yl]-imidazol-1-yl}-nicotinic acid methyl ester (100 mg, 0.23 mmol), was converted, using 4-aminotetrahydropyran (96.35 μL, 0.9 mmol) instead of cyclopropanemethylamine, to the title compound (115 mg, 99%) which was obtained as a white solid. MS: m/e=501.8 [M+H]+.